From a dataset of the Open Reaction Database (ORD), a public repository of structured organic reaction records. describe an organic reaction: reactants, conditions, products, and yield Reactants: solution, CCCC[N+](CCCC)(CCCC)CCCC.[F-] (TBAF), O (water), ClCC(C(C)O[Si](C)(C)C(C)(C)C)(O)C1=C(C=C(C=C1)F)F (1-chloro-2-(2,4-difluorophenyl)-3-(tert-butyldimethylsilyloxy)butan-2-ol), C(C)(=O)OCC (ethyl acetate). The solvent is C1CCOC1 (THF), C1CCOC1 (THF). Run at time 1.5 hour. Yields the product ClC[C@]([C@@H](C)O)(O)C1=C(C=C(C=C1)F)F ((2S,3R)-1-Chloro-2-(2,4-difluorophenyl)butane-2,3-diol). The yield is 15.0%. Reaction SMILES: [Cl:1][CH2:2][C:3]([C:15]1[CH:20]=[CH:19][C:18]([F:21])=[CH:17][C:16]=1[F:22])([OH:14])[CH:4]([O:6][Si](C(C)(C)C)(C)C)[CH3:5].CCCC[N+](CCCC)(CCCC)CCCC.[F-].O.C(OCC)(=O)C>C1COCC1>[Cl:1][CH2:2][C@@:3]([C:15]1[CH:20]=[CH:19][C:18]([F:21])=[CH:17][C:16]=1[F:22])([OH:14])[C@H:4]([OH:6])[CH3:5] |f:1.2|. Reported procedure: A solution of 0.45 g (1.28 mmol) of 1-chloro-2-(2,4-difluorophenyl)-3-(tert-butyldimethylsilyloxy)butan-2-ol ((2S,3R)/(2R,3R)=91/9) in 5 mL of THF was cooled in ice, and 1.3 mL of a 1.0 M solution of TBAF in THF was added dropwise. After the completion of the dropwise addition, reaction was performed for 1.5 hours and then at room temperature for another 11 hours. Next, 10 mL of water was added to stop the reaction, and extraction was performed with 20 mL of ethyl acetate. The resulting organic ... The reactants are C(=O)(O)CCCCCCCN1C(=NC(=C1C1=CC=CC=C1)C1=CC=CC=C1)C1=CC=C(C=C1)OC (1-(7-Carboxyheptyl)-2-(4-methoxyphenyl)-4,5-diphenyl-imidazole), S(O)(O)(=O)=O (sulphuric acid), C(C)O (ethanol). Yields the product C(C)OC(CCCCCCN1C(=NC(=C1C1=CC=CC=C1)C1=CC=CC=C1)C1=CC=C(C=C1)OC)=C=O (1-(7-ethoxy-carbonylheptyl)-2-(4-methoxyphenyl)-4,5-diphenylimidazole). Reaction SMILES: [C:1]([CH2:4][CH2:5][CH2:6][CH2:7][CH2:8][CH2:9][CH2:10][N:11]1[C:15]([C:16]2[CH:21]=[CH:20][CH:19]=[CH:18][CH:17]=2)=[C:14]([C:22]2[CH:27]=[CH:26][CH:25]=[CH:24][CH:23]=2)[N:13]=[C:12]1[C:28]1[CH:33]=[CH:32][C:31]([O:34][CH3:35])=[CH:30][CH:29]=1)(O)=[O:2].S(=O)(=O)(O)O.[CH2:41]([OH:43])[CH3:42]>>[CH2:41]([O:43][C:4](=[C:1]=[O:2])[CH2:5][CH2:6][CH2:7][CH2:8][CH2:9][CH2:10][N:11]1[C:15]([C:16]2[CH:21]=[CH:20][CH:19]=[CH:18][CH:17]=2)=[C:14]([C:22]2[CH:27]=[CH:26][CH:25]=[CH:24][CH:23]=2)[N:13]=[C:12]1[C:28]1[CH:33]=[CH:32][C:31]([O:34][CH3:35])=[CH:30][CH:29]=1)[CH3:42]. Procedure details: 1-(7-Carboxyheptyl)-2-(4-methoxyphenyl)-4,5-diphenyl-imidazole (0.4 g) was reacted with ethanol and concentrated sulphuric acid in a method similar to Example 18 to give, after work-up and column chromatography on silica gel eluted with a dichloromethane:ethanol gradient, 1-(7-ethoxy-carbonylheptyl)-2-(4-methoxyphenyl)-4,5-diphenylimidazole (0.21 g, 50%) as an oil. Found: C, 77.39; H, 7.55; N, 5.96%; C32H36N2O3 requires: C, 77.39; H, 7.31; N, 5.64%. The reactants are N\C(=C/C#N)\C (3-aminocrotononitrile), C(C)(C)(C)NN (tert-butylhydrazine). Run in C(C)(C)OC(C)C (isopropyl ether), C(CCCC)O (n-pentanol). The product is NC1=CC(=NN1C(C)(C)C)C (5-amino-3-methyl-1-tert-butylpyrazole). The yield is 58.7%. Reaction SMILES: [NH2:1]/[C:2](/[CH3:6])=[CH:3]\[C:4]#[N:5].[C:7]([NH:11]N)([CH3:10])([CH3:9])[CH3:8]>C(O)CCCC.C(OC(C)C)(C)C>[NH2:5][C:4]1[N:11]([C:7]([CH3:10])([CH3:9])[CH3:8])[N:1]=[C:2]([CH3:6])[CH:3]=1. Procedure details: To a solution of 16.4 g (0.2 mol) of 3-aminocrotononitrile in 100 cm3 of n-pentanol were added 19.4 g (0.22 mol) of tert-butylhydrazine. This solution was heated at reflux for 20 hours. The n-pentanol was subsequently distilled off under reduced pressure. A pale yellow solid was obtained, which was taken up in 100 cm3 of isopropyl ether at room temperature and filtered on a sinter funnel. After drying under vacuum at 40° C., 18 g of the expected product were obtained in the form of a pale yellow... Starting materials: NC=1N(C=C(N1)CCCCCC#C)C(=O)OC(C)(C)C (tert-butyl 2-amino-4-(hept-6-ynyl)-1H-imidazole-1-carboxylate), N(=[N+]=[N-])CCNC(C1=CC=C(C=C1)CCCCCCCC)=O (N-(2-azidoethyl)-4-octylbenzamide). Yields the product NC=1N(C=C(N1)CCCCCC=1N=NN(C1)CCNC(C1=CC=C(C=C1)CCCCCCCC)=O)C(=O)OC(C)(C)C (tert-butyl 2-amino-4-(5-(1-(2-(4-octylbenzamido)ethyl)-1H-1,2,3-triazol-4-yl)pentyl)-1H-imidazole-1-carboxylate). Reaction SMILES: [NH2:1][C:2]1[N:3]([C:14]([O:16][C:17]([CH3:20])([CH3:19])[CH3:18])=[O:15])[CH:4]=[C:5]([CH2:7][CH2:8][CH2:9][CH2:10][CH2:11][C:12]#[CH:13])[N:6]=1.[N:21]([CH2:24][CH2:25][NH:26][C:27](=[O:42])[C:28]1[CH:33]=[CH:32][C:31]([CH2:34][CH2:35][CH2:36][CH2:37][CH2:38][CH2:39][CH2:40][CH3:41])=[CH:30][CH:29]=1)=[N+:22]=[N-:23]>>[NH2:1][C:2]1[N:3]([C:14]([O:16][C:17]([CH3:20])([CH3:19])[CH3:18])=[O:15])[CH:4]=[C:5]([CH2:7][CH2:8][CH2:9][CH2:10][CH2:11][C:12]2[N:23]=[N:22][N:21]([CH2:24][CH2:25][NH:26][C:27](=[O:42])[C:28]3[CH:33]=[CH:32][C:31]([CH2:34][CH2:35][CH2:36][CH2:37][CH2:38][CH2:39][CH2:40][CH3:41])=[CH:30][CH:29]=3)[CH:13]=2)[N:6]=1. Procedure: tert-butyl 2-amino-4-(hept-6-ynyl)-1H-imidazole-1-carboxylate (0.078 g, 0.282 mmol) was reacted with N-(2-azidoethyl)-4-octylbenzamide (0.085 g, 0.282 mmol) following the general click procedure to give tert-butyl 2-amino-4-(5-(1-(2-(4-octylbenzamido)ethyl)-1H-1,2,3-triazol-4-yl)pentyl)-1H-imidazole-1-carboxylate 1H NMR (300 MHz, CDCl3) δ 7.64 (s, 2H), δ 7.47 (s, 1H), δ 7.21 (s, 1H), δ 7.09 (s, 2H), δ 6.47 (bs, 3H), δ 4.48 (s, 2H), δ 3.84 (s, 2H), δ 2.53 (s, 4H), δ 2.28 (t, J=15.9 Hz, 2H), δ 1.5... The reactants are BrCc1ccsn1, O=C([O-])[O-], CCO, Cl, [K+], [K+], NCCS, [Na]. The product is Cl, NCCSCc1ccsn1. RXN SMILES: [Br:13][CH2:14][c:15]1[n:16][s:17][cH:18][cH:19]1.[C:1](=[O:2])([O-:3])[O-:4].[CH3:20][CH2:21][OH:22].[ClH:7].[K+:5].[K+:6].[NH2:8][CH2:9][CH2:10][SH:11].[Na:12]>>[ClH:7].[NH2:8][CH2:9][CH2:10][S:11][CH2:14][c:15]1[n:16][s:17][cH:18][cH:19]1.